Dataset: the Open Reaction Database (ORD), a public repository of structured organic reaction records. Task: describe an organic reaction: reactants, conditions, products, and yield The reactants are Cl.OCC1=CN=C2N1C=CC=C2 (3-hydroxymethylimidazo[1,2-a]pyridine hydrochloride), [N+](=O)([O-])C1=CC=C(C=C1)S (4-nitrothiophenol), aqueous solution, [OH-].[Na+] (sodium hydroxide). Run in C(C)(=O)O (acetic acid), Cl (hydrochloric acid). Conditions: temperature 100 celsius, time 5 hour. Product: [N+](=O)([O-])C1=CC=C(C=C1)SCC1=CN=C2N1C=CC=C2 (3-(4-nitrophenylthiomethyl) imidazo[1,2-a]pyridine). The yield is 69.9%. RXN SMILES: Cl.O[CH2:3][C:4]1[N:8]2[CH:9]=[CH:10][CH:11]=[CH:12][C:7]2=[N:6][CH:5]=1.[N+:13]([C:16]1[CH:21]=[CH:20][C:19]([SH:22])=[CH:18][CH:17]=1)([O-:15])=[O:14].[OH-].[Na+]>C(O)(=O)C.Cl>[N+:13]([C:16]1[CH:21]=[CH:20][C:19]([S:22][CH2:3][C:4]2[N:8]3[CH:9]=[CH:10][CH:11]=[CH:12][C:7]3=[N:6][CH:5]=2)=[CH:18][CH:17]=1)([O-:15])=[O:14] |f:0.1,3.4|. Reported procedure: A mixture of 3-hydroxymethylimidazo[1,2-a]pyridine hydrochloride (0.50 g) and 4-nitrothiophenol (0.42 g) in acetic acid (10 ml) and concentrated hydrochloric acid (10 ml) was stirred for 5 hours at 100° C. The reaction solution was cooled to 0° C., 8N aqueous solution of sodium hydroxide was added dropwise to adjust pH to 8. The mixture was extracted with ethyl acetate, and the organic layer was washed with saturated brine, dried over magnesium sulfate and concentrated under reduced pressure. Th... Starting materials: F[B-](F)(F)F, CCN1CCCN(C2CCC(N)CC2)CC1, COc1cc(C(=O)O)ccc1Nc1ncc2c(n1)N(C1CCCC1)CC1(CC1)C(=O)N2C, CCN(C(C)C)C(C)C, CN(C)C=O, CN(C)C(On1nnc2ccccc21)=[N+](C)C. Product: CCN1CCCN(C2CCC(NC(=O)c3ccc(Nc4ncc5c(n4)N(C4CCCC4)CC4(CC4)C(=O)N5C)c(OC)c3)CC2)CC1. Reaction SMILES: [B-:42]([F:43])([F:44])([F:45])[F:46].[CH2:64]([CH3:65])[N:66]1[CH2:67][CH2:68][N:69]([CH:73]2[CH2:74][CH2:75][CH:76]([NH2:79])[CH2:77][CH2:78]2)[CH2:70][CH2:71][CH2:72]1.[CH:1]1([N:6]2[c:7]3[c:8]([cH:17][n:18][c:19]([NH:21][c:22]4[c:23]([O:31][CH3:32])[cH:24][c:25]([C:26](=[O:27])[OH:28])[cH:29][cH:30]4)[n:20]3)[N:9]([CH3:16])[C:10](=[O:15])[C:11]3([CH2:12][CH2:13]3)[CH2:14]2)[CH2:2][CH2:3][CH2:4][CH2:5]1.[CH:33]([N:34]([CH2:35][CH3:36])[CH:37]([CH3:38])[CH3:39])([CH3:40])[CH3:41].[O:80]=[CH:81][N:82]([CH3:83])[CH3:84].[n:47]1([O:48][C:49]([N:50]([CH3:51])[CH3:52])=[N+:53]([CH3:54])[CH3:55])[c:56]2[cH:57][cH:58][cH:59][cH:60][c:61]2[n:62][n:63]1>>[CH:1]1([N:6]2[c:7]3[c:8]([cH:17][n:18][c:19]([NH:21][c:22]4[c:23]([O:31][CH3:32])[cH:24][c:25]([C:26](=[O:27])[NH:79][CH:76]5[CH2:75][CH2:74][CH:73]([N:69]6[CH2:68][CH2:67][N:66]([CH2:64][CH3:65])[CH2:72][CH2:71][CH2:70]6)[CH2:78][CH2:77]5)[cH:29][cH:30]4)[n:20]3)[N:9]([CH3:16])[C:10](=[O:15])[C:11]3([CH2:12][CH2:13]3)[CH2:14]2)[CH2:2][CH2:3][CH2:4][CH2:5]1. Starting materials: COC(=O)c1coc(-c2cccc(N3CC4CCCN4c4nc(SC)ncc4C3=O)c2)n1, CCO, [Na+], [OH-]. Product: CSc1ncc2c(n1)N1CCCC1CN(c1cccc(-c3nc(C(=O)O)co3)c1)C2=O. As a reaction SMILES: [CH3:1][S:2][c:3]1[n:4][cH:5][c:6]2[c:7]([n:32]1)[N:8]1[CH2:9][CH2:10][CH2:11][CH:12]1[CH2:13][N:14]([c:17]1[cH:18][c:19](-[c:23]3[o:24][cH:25][c:26]([C:28](=[O:29])[O:30][CH3:31])[n:27]3)[cH:20][cH:21][cH:22]1)[C:15]2=[O:16].[CH3:35][CH2:36][OH:37].[Na+:34].[OH-:33]>>[CH3:1][S:2][c:3]1[n:4][cH:5][c:6]2[c:7]([n:32]1)[N:8]1[CH2:9][CH2:10][CH2:11][CH:12]1[CH2:13][N:14]([c:17]1[cH:18][c:19](-[c:23]3[o:24][cH:25][c:26]([C:28](=[O:29])[OH:30])[n:27]3)[cH:20][cH:21][cH:22]1)[C:15]2=[O:16]. The reactants are Cc1nc2ccccn2c1CO, Cl, Nc1ccc(S)cc1, [Na+], [OH-]. The product is Cc1nc2ccccn2c1CSc1ccc(N)cc1. Reaction SMILES: [CH3:1][c:2]1[n:3][c:4]2[n:5]([cH:6][cH:7][cH:8][cH:9]2)[c:10]1[CH2:11][OH:12].[ClH:23].[NH2:13][c:14]1[cH:15][cH:16][c:17]([SH:20])[cH:18][cH:19]1.[Na+:22].[OH-:21]>>[CH3:1][c:2]1[n:3][c:4]2[n:5]([cH:6][cH:7][cH:8][cH:9]2)[c:10]1[CH2:11][S:20][c:17]1[cH:16][cH:15][c:14]([NH2:13])[cH:19][cH:18]1. The reactants are CC(C)(C)N=C=O, Cl, CSc1ccc(C(OC2CNC2)c2ccccc2C(F)(F)F)cc1. Product: CSc1ccc(C(OC2CN(C(=O)NC(C)(C)C)C2)c2ccccc2C(F)(F)F)cc1. As a reaction SMILES: [C:26]([CH3:27])([CH3:28])([CH3:29])[N:30]=[C:31]=[O:32].[ClH:1].[F:2][C:3]([c:4]1[c:5]([CH:6]([c:7]2[cH:8][cH:9][c:10]([S:13][CH3:14])[cH:11][cH:12]2)[O:15][CH:16]2[CH2:17][NH:18][CH2:19]2)[cH:20][cH:21][cH:22][cH:23]1)([F:24])[F:25]>>[F:2][C:3]([c:4]1[c:5]([CH:6]([c:7]2[cH:8][cH:9][c:10]([S:13][CH3:14])[cH:11][cH:12]2)[O:15][CH:16]2[CH2:17][N:18]([C:31]([NH:30][C:26]([CH3:27])([CH3:28])[CH3:29])=[O:32])[CH2:19]2)[cH:20][cH:21][cH:22][cH:23]1)([F:24])[F:25]. Conditions: time 2 hour. Procedure: To a stirred solution of 1-methyl-5-pyrrol-1-yl-1H-pyrazole-4-carboxylic acid (7.65 g, 40 mmol) in dry dichloromethane (150 mL) and pyridine (3.2 mL, 40 mmol) under a nitrogen atmosphere was added cyanuric fluoride (5.4 g, 40 mmol) at 0° C. The reaction mixture was stirred for two hours during which time the reaction temperature was allowed to rise to room temperature. Crushed ice was then added along with additional dichloromethane. The organic layer was separated and the aqueous layer was extr... Yields the product CN1N=CC(=C1N1C=CC=C1)C(=O)F (1-methyl-5-pyrrol-1-yl-1H-pyrazole-4-carbonyl fluoride). RXN SMILES: [CH3:1][N:2]1[C:6]([N:7]2[CH:11]=[CH:10][CH:9]=[CH:8]2)=[C:5]([C:12]([OH:14])=O)[CH:4]=[N:3]1.N1C=CC=CC=1.N1C(F)=NC(F)=NC=1[F:23]>ClCCl>[CH3:1][N:2]1[C:6]([N:7]2[CH:11]=[CH:10][CH:9]=[CH:8]2)=[C:5]([C:12]([F:23])=[O:14])[CH:4]=[N:3]1. Solvent: ClCCl (dichloromethane), ClCCl (dichloromethane). Starting materials: CN1N=CC(=C1N1C=CC=C1)C(=O)O (1-methyl-5-pyrrol-1-yl-1H-pyrazole-4-carboxylic acid), N1=CC=CC=C1 (pyridine), N1=C(F)N=C(F)N=C1F (cyanuric fluoride). Starting materials: NC1=C(C=C(C(=O)O)C=C1)Cl (4-amino-3-chlorobenzoic acid), CCN(C(C)C)C(C)C (DIPEA), ( 5H ), amine, C(C)(C)(C)OC(=O)C1N(CCC1)C(C(C(C)(C)C)NC(=O)OCC1=CC=CC=C1)=O (1-(2-Benzyloxycarbonylamino-3,3-dimethyl-butyryl)-pyrrolidine-2-carboxylic acid tert-butyl ester), C(C)(C)(C)OC(=O)C1N(CCC1)C(C(C(C)(C)C)NC(C1=CC(=C(C=C1)N)Cl)=O)=O (1-[2-(4-amino-3-chloro-benzoylamino)-3,3-dimethyl-butyryl]-pyrrolidine-2-carboxylic acid tert-butyl ester), C(CCl)Cl (EDC). The reagents and catalysts are [Pd] (Pd). The solvent is C(Cl)Cl.CN(C=O)C (CH2Cl2 DMF), CCOC(=O)C (EtOAc), CCOC(=O)C (EtOAc), CO (MeOH). Run at temperature 0 celsius, time 18 hour. Yields the product C(C1=CC=CC=C1)OC(=O)NC(C(=O)O)C(C)(C)C (2-Benzyloxycarbonylamino-3,3-dimethyl-butyric acid). Yield: 97.0%. RXN SMILES: C([O:5]C(C1CCCN1C(=O)C(NC(=O)C1C=CC(N)=C(Cl)C=1)C(C)(C)C)=O)(C)(C)C.C(OC(C1CCCN1[C:43](=[O:60])[CH:44]([NH:49][C:50]([O:52][CH2:53][C:54]1[CH:59]=[CH:58][CH:57]=[CH:56][CH:55]=1)=[O:51])[C:45]([CH3:48])([CH3:47])[CH3:46])=O)(C)(C)C.NC1C=CC(C(O)=O)=CC=1Cl.CCN(C(C)C)C(C)C.C(Cl)CCl>CO.CCOC(C)=O.C(Cl)Cl.CN(C)C=O.[Pd]>[CH2:53]([O:52][C:50]([NH:49][CH:44]([C:45]([CH3:46])([CH3:47])[CH3:48])[C:43]([OH:60])=[O:5])=[O:51])[C:54]1[CH:55]=[CH:56][CH:57]=[CH:58][CH:59]=1 |f:7.8|. Reported procedure: To a solution of L-tert-leucine (1) (50.0g, 38.0 mmol) and NaHCO3 (96.0g, 114 mmol) in ice (500g) and water (500 ml) was added benzyl chloroformate (65.0 ml, 74.0 mmol) and the reaction stirred at 0° C. for 3 hours then at room temperature for 18 hours. 0.1N Na2CO3 was added until the oily layer dissolved and the solution was washed with 10% EtOAc in hexanes (2×500 ml). The iced aqueous phase was acidified to pH 1 using 12N HCl then extracted using EtOAc (3×350 ml). The combined organic extracts... Reactants: CC1=C(SC=C1)C=O (3-methylthiophene-2-aldehyde), NC1=CC=CC=C1 (aniline). Solvent: CCCCCC (hexane). Run at time 7 hour. The product is C1(=CC=CC=C1)N=CC=1SC=CC1C (3-methylthiophene-2-aldehyde phenylimine). Yield: 84.9%. As a reaction SMILES: [CH3:1][C:2]1[CH:6]=[CH:5][S:4][C:3]=1[CH:7]=O.[NH2:9][C:10]1[CH:15]=[CH:14][CH:13]=[CH:12][CH:11]=1>CCCCCC>[C:10]1([N:9]=[CH:7][C:3]2[S:4][CH:5]=[CH:6][C:2]=2[CH3:1])[CH:15]=[CH:14][CH:13]=[CH:12][CH:11]=1. Reported procedure: 3-methylthiophene-2-aldehyde (103 g, 0.816 mol) was mixed with hexane (100 ml), to which aniline (74.4 ml, 0.816 mol) was added and stirred at room temperature for 7 hours. After separating deposited crystalline solids by filtration, and washing with hexane, 139.5 g (yield: 85%) of 3-methylthiophene-2-aldehyde phenylimine was obtained. After concentrating the liquid filtrate and stirring at room temperature for a further 12 hours, 7.30 g (yield: 4%) of 3-methylthiophene-2-aldehyde phenylimine wa... Reactants: [H-].[Na+] (sodium hydride), OC1=CC=2C3=CC(=C(C=C3C3=CC(=C(C=C3C2C=C1O)O)O)O)O (2,3,6,7,10,11-hexa-hydroxytriphenylene), CN(C=O)C (DMF), C1(=CC=C(C=C1)S(=O)(=O)OCCCCCCC(C(F)(F)F)(F)F)C (6-(perfluoroethyl)hexyl p-toluenesulfonate), CN(C=O)C (DMF). Run in O (water), C(Cl)(Cl)Cl (chloroform), C(Cl)(Cl)Cl (chloroform). Product: FCCCCCCOC1=C(C=2C3=CC=C(C=C3C3=CC(=C(C=C3C2C=C1OCCCCCCF)OCCCCCCF)OCCCCCCF)OCCCCCCF)OCCCCCCF (2,3,6,7,10,1-hexakis[6-(perfluoro)hexyloxy]-triphenylene). Yield: 36.6%. Reaction SMILES: O[C:2]1[C:19]([OH:20])=[CH:18][C:17]2[C:16]3[C:11](=[CH:12][C:13]([OH:22])=[C:14]([OH:21])[CH:15]=3)[C:10]3[C:5](=[CH:6][C:7]([OH:24])=[C:8]([OH:23])[CH:9]=3)[C:4]=2[CH:3]=1.[H-].[Na+].C1(C)C=CC(S(OCC[CH2:39][CH2:40][CH2:41][CH2:42][C:43](F)(F)[C:44]([F:47])(F)F)(=O)=O)=CC=1.CN(C)[CH:53]=[O:54]>C(Cl)(Cl)Cl.O>[F:47][CH2:44][CH2:43][CH2:42][CH2:41][CH2:40][CH2:39][O:24][C:7]1[C:8]([O:23][CH2:39][CH2:40][CH2:41][CH2:42][CH2:43][CH2:44][F:47])=[CH:9][C:10]2[C:11]3[C:16](=[CH:15][C:14]([O:21][CH2:39][CH2:40][CH2:41][CH2:42][CH2:43][CH2:44][F:47])=[C:13]([O:22][CH2:39][CH2:40][CH2:41][CH2:42][CH2:43][CH2:44][F:47])[CH:12]=3)[C:17]3[C:4](=[CH:3][CH:2]=[C:19]([O:20][CH2:39][CH2:40][CH2:41][CH2:42][CH2:43][CH2:44][F:47])[CH:18]=3)[C:5]=2[C:6]=1[O:54][CH2:53][CH2:40][CH2:41][CH2:42][CH2:43][CH2:44][F:47] |f:1.2|. Procedure: 0.30 g (0.925 mmol) of 2,3,6,7,10,11-hexa-hydroxytriphenylene (3) was dissolved with 3 ml of DMF (dimethylformamide) in a 30 ml round-bottomed flask, and under stirring at room temperature, 0.27 g (6.75 mmol) of sodium hydride (60% in oil) was added little by little thereto. After the addition, the system was stirred for 10 minutes at room temperature and heated to ca. 80° C. on an oil bath, and 2.56 g (6.84 mmol) of 6-(perfluoroethyl)hexyl p-toluenesulfonate (2) dissolved in 2 ml of DMF was gra... The reactants are C(C)C(COC(C=CC1=CC=C(C=C1)OC)=O)CCCC (2-ethylhexyl-p-methoxycinnamate). The reagents and catalysts are [Pd] (palladium). The product is COC(C=CC1=CC=C(C=C1)OC)=O (methyl-p-methoxycinnamate). The yield is 68.0%. Reaction SMILES: C(C(CCCC)[CH2:4][O:5][C:6](=[O:17])[CH:7]=[CH:8][C:9]1[CH:14]=[CH:13][C:12]([O:15][CH3:16])=[CH:11][CH:10]=1)C>[Pd]>[CH3:4][O:5][C:6](=[O:17])[CH:7]=[CH:8][C:9]1[CH:14]=[CH:13][C:12]([O:15][CH3:16])=[CH:11][CH:10]=1. Procedure: The yield of 2-ethylhexyl-p-methoxycinnamate in the process of the present invention is above about 90%. This is in contrast to the 68% yield reported by Heck et al. in the article described above, in which a homogeneous palladium catalyst was employed to produce methyl-p-methoxycinnamate. Although not wishing to be bound by any theory, it is believed that the interaction of the palladium catalyst and the 2-ethylhexyl ester as opposed to the methyl ester and soluble palladium catalyst of the lit...